From a dataset of the Open Reaction Database (ORD), a public repository of structured organic reaction records. describe an organic reaction: reactants, conditions, products, and yield The reactants are CSC.B (Borane dimethylsulfide), O=C1NC2=C(S(C1)(=O)=O)SC(=C2)S(N)(=O)=O (2,3-dihydro-2,4,4-trioxo-6-sulfamoyl-1H-thieno[2,3-b][1,4]thiazine). The solvent is C1CCOC1 (THF), C1CCOC1 (THF). The product is O=S1(C2=C(NCC1)C=C(S2)S(N)(=O)=O)=O (2,3-dihydro-4,4-dioxo-6-sulfamoyl-1H-thieno[2,3-b][1,4]thiazine). The yield is 15.1%. As a reaction SMILES: CSC.B.O=[C:6]1[CH2:11][S:10](=[O:13])(=[O:12])[C:9]2[S:14][C:15]([S:17](=[O:20])(=[O:19])[NH2:18])=[CH:16][C:8]=2[NH:7]1>C1COCC1>[O:13]=[S:10]1(=[O:12])[CH2:11][CH2:6][NH:7][C:8]2[CH:16]=[C:15]([S:17](=[O:19])(=[O:20])[NH2:18])[S:14][C:9]1=2 |f:0.1|. Procedure details: Borane dimethylsulfide in THF (4.4 ml, 10M, 44 mmol) was added slowly to a solution of 2,3-dihydro-2,4,4-trioxo-6-sulfamoyl-1H-thieno[2,3-b][1,4]thiazine (2.5 g, 8.9 mmol) in THF (10 ml) at 0° C. The reaction mixture was warmed to ambient temperature and stirred for an addidition hour. Excess borane was destroyed by the addition of 6N HCl and borane adducts were cleaved by heating at reflux for one hr. The solvent was removed and the residue was partitioned between water and ethyl acetate. The o... Starting materials: CCO, CCOC(=O)c1c(C)ccnc1Cl, Cl. The product is Cc1ccnc(Cl)c1C(=O)O. RXN SMILES: [CH3:15][CH2:16][OH:17].[Cl:1][c:2]1[c:3]([C:4](=[O:5])[O:6][CH2:7][CH3:8])[c:9]([CH3:13])[cH:10][cH:11][n:12]1.[ClH:14]>>[Cl:1][c:2]1[c:3]([C:4](=[O:5])[OH:6])[c:9]([CH3:13])[cH:10][cH:11][n:12]1. The reactants are ice, C(C)(C)(C)OC(=O)NCCS (2-(N-tert-Butoxycarbonylamino)ethanethiol), ClC1=NOC(=C1)C1=CC=CC=C1 (3-chloro-5-phenylisoxazole), [H-].[Na+] (sodium hydride). Run in CN(C=O)C (dimethylformamide). Run at temperature 5 celsius, time 30 minute. Product: C(C)(C)(C)OC(=O)NCCSC1=NOC(=C1)C1=CC=CC=C1 (3-(2-(N-tert-Butoxycarbonylamino)ethylthio)-5-phenylisoxazole). Yield: 24.3%. As a reaction SMILES: [C:1]([O:5][C:6]([NH:8][CH2:9][CH2:10][SH:11])=[O:7])([CH3:4])([CH3:3])[CH3:2].[H-].[Na+].Cl[C:15]1[CH:19]=[C:18]([C:20]2[CH:25]=[CH:24][CH:23]=[CH:22][CH:21]=2)[O:17][N:16]=1>CN(C)C=O>[C:1]([O:5][C:6]([NH:8][CH2:9][CH2:10][S:11][C:15]1[CH:19]=[C:18]([C:20]2[CH:25]=[CH:24][CH:23]=[CH:22][CH:21]=2)[O:17][N:16]=1)=[O:7])([CH3:4])([CH3:3])[CH3:2] |f:1.2|. Procedure details: 2-(N-tert-Butoxycarbonylamino)ethanethiol (300 mg) was dissolved in dimethylformamide (3.0 ml), and the mixture was cooled to 5° C., followed by addition of sodium hydride [>55% (oil), 73 mg]. The resulting mixture was stirred at the same temperature for 30 minutes. Then, 3-chloro-5-phenylisoxazole (300 mg) was added to the reaction mixture, followed by stirring of the mixture at the same temperature for 30 minutes and further at room temperature for 3 days. At the end of this time, the reaction... Reaction SMILES: [NH2:1][C:2]1[CH:3]=[N:4][CH:5]=[CH:6][C:7]=1[CH2:8][O:9][C:10]1[C:19]2[C:14](=[CH:15][CH:16]=[CH:17][CH:18]=2)[C:13]([NH:20][C:21]([NH:23][C:24]2[N:28]([C:29]3[CH:34]=[CH:33][C:32]([CH3:35])=[CH:31][CH:30]=3)[N:27]=[C:26]([C:36]([CH3:39])([CH3:38])[CH3:37])[CH:25]=2)=[O:22])=[CH:12][CH:11]=1.CCN(C(C)C)C(C)C.[CH3:49][O:50][CH2:51][CH2:52][O:53][CH2:54][C:55](Cl)=[O:56]>C(Cl)Cl.CN(C=O)C>[C:36]([C:26]1[CH:25]=[C:24]([NH:23][C:21](=[O:22])[NH:20][C:13]2[C:14]3[C:19](=[CH:18][CH:17]=[CH:16][CH:15]=3)[C:10]([O:9][CH2:8][C:7]3[CH:6]=[CH:5][N:4]=[CH:3][C:2]=3[NH:1][C:55](=[O:56])[CH2:54][O:53][CH2:52][CH2:51][O:50][CH3:49])=[CH:11][CH:12]=2)[N:28]([C:29]2[CH:30]=[CH:31][C:32]([CH3:35])=[CH:33][CH:34]=2)[N:27]=1)([CH3:39])([CH3:38])[CH3:37]. Starting materials: NC=1C=NC=CC1COC1=CC=C(C2=CC=CC=C12)NC(=O)NC1=CC(=NN1C1=CC=C(C=C1)C)C(C)(C)C (1-(4-((3-aminopyridin-4-yl)methoxy)naphthalen-1-yl)-3-(3-tert-butyl-1-p-tolyl-1H-pyrazol-5-yl)urea), NC=1C=NC=CC1COC1=CC=C(C2=CC=CC=C12)NC(=O)NC1=CC(=NN1C1=CC=C(C=C1)C)C(C)(C)C (1-(4-((3-aminopyridin-4-yl)methoxy)naphthalen-1-yl)-3-(3-tert-butyl-1-p-tolyl-1H-pyrazol-5-yl)urea), CCN(C(C)C)C(C)C (DIPEA), COCCOCC(=O)Cl (2-(2-methoxyethoxy)acetyl chloride). The product is C(C)(C)(C)C1=NN(C(=C1)NC(NC1=CC=C(C2=CC=CC=C12)OCC1=C(C=NC=C1)NC(COCCOC)=O)=O)C1=CC=C(C=C1)C (N-(4-((4-(3-(3-tert-Butyl-1-p-tolyl-1H-pyrazol-5-yl)ureido)naphthalen-1-yloxy) methyl)pyridin-3-yl)-2-(2-methoxyethoxy)acetamide). Procedure: To a solution of 1-(4-((3-aminopyridin-4-yl)methoxy)naphthalen-1-yl)-3-(3-tert-butyl-1-p-tolyl-1H-pyrazol-5-yl)urea (Intermediate C) (50 mg, 0.10 mmol) and DIPEA (33.5 μl, 0.19 mmol) in anhydrous DCM (1.0 mL) and anhydrous DMF (0.2 mL) was added 2-(2-methoxyethoxy)acetyl chloride (15 μl, 0.11 mmol). The reaction mixture was stirred for 12 hr at RT. LC-MS indicated 50% conversion to the desired product. 2-(2-methoxyethoxy) acetyl chloride (15 μl, 0.11 mmol) was added and the reaction mixture stir... Conditions: time 12 hour. Run in C(Cl)Cl (DCM), CN(C)C=O (DMF). Reactants: [Br-], CC[P+](c1ccccc1)(c1ccccc1)c1ccccc1, COC(C)(C)C, COC1CCC(C2CCC(CCC=O)CC2)CC1. Product: CC=CCCC1CCC(C2CCC(OC)CC2)CC1. RXN SMILES: [Br-:25].[CH2:26]([P+:27]([c:28]1[cH:29][cH:30][cH:31][cH:32][cH:33]1)([c:34]1[cH:35][cH:36][cH:37][cH:38][cH:39]1)[c:40]1[cH:41][cH:42][cH:43][cH:44][cH:45]1)[CH3:46].[CH3:19][O:20][C:21]([CH3:22])([CH3:23])[CH3:24].[CH3:1][O:2][CH:3]1[CH2:4][CH2:5][CH:6]([CH:9]2[CH2:10][CH2:11][CH:12]([CH2:15][CH2:16][CH:17]=[O:18])[CH2:13][CH2:14]2)[CH2:7][CH2:8]1>>[CH3:1][O:2][CH:3]1[CH2:4][CH2:5][CH:6]([CH:9]2[CH2:10][CH2:11][CH:12]([CH2:15][CH2:16][CH:17]=[CH:21][CH3:22])[CH2:13][CH2:14]2)[CH2:7][CH2:8]1. Procedure details: tert-Butyl 2,6-dichloro-4,5-dimethylnicotinate (1.9 g, 6.9 mmol, 1 equiv), Pd2(dba)3 (0.63 g, 0.69 mmol, 0.1 equiv), xantphos (0.80 g, 1.38 mmol, 0.2 equiv), and Cs2CO3 (5.4 g, 16.5 mmol, 2.4 equiv) was slurried in dioxane (deoxygenated by bubbling nitrogen through it for 10 min) added. Benzophenone imine (1.4 mL, 8.3 mmol, 1.2 equiv) was added and the mixture was heated at 90° C. for 2 h. Upon cooling to ambient temperature, the reaction was diluted with EtOAc and washed with water, dried (Na2S... The product is NC1=NC(=C(C(=O)OC(C)(C)C)C(=C1C)C)Cl (tert-Butyl 6-amino-2-chloro-4,5-dimethylnicotinate). Reaction conditions: temperature 90 celsius, time 18 hour. Reactants: ClC1=C(C(=O)OC(C)(C)C)C(=C(C(=N1)Cl)C)C (tert-Butyl 2,6-dichloro-4,5-dimethylnicotinate), C(C1=CC=CC=C1)(C1=CC=CC=C1)=N (Benzophenone imine), CC(=O)[O-].[Na+] (NaOAc), Cl (hydrochloride), [OH-].[Na+] (NaOH), CC1(C2=C(C(=CC=C2)P(C3=CC=CC=C3)C4=CC=CC=C4)OC5=C(C=CC=C51)P(C6=CC=CC=C6)C7=CC=CC=C7)C (xantphos), C(=O)([O-])[O-].[Cs+].[Cs+] (Cs2CO3). Solvent: O1CCOCC1 (dioxane), CCOC(=O)C (EtOAc). RXN SMILES: [Cl:1][C:2]1[N:14]=[C:13](Cl)[C:12]([CH3:16])=[C:11]([CH3:17])[C:3]=1[C:4]([O:6][C:7]([CH3:10])([CH3:9])[CH3:8])=[O:5].CC1(C)C2C(=C(P(C3C=CC=CC=3)C3C=CC=CC=3)C=CC=2)OC2C(P(C3C=CC=CC=3)C3C=CC=CC=3)=CC=CC1=2.C([O-])([O-])=O.[Cs+].[Cs+].C(=[NH:79])(C1C=CC=CC=1)C1C=CC=CC=1.CC([O-])=O.[Na+].Cl.[OH-].[Na+]>O1CCOCC1.CCOC(C)=O.C1C=CC(/C=C/C(/C=C/C2C=CC=CC=2)=O)=CC=1.C1C=CC(/C=C/C(/C=C/C2C=CC=CC=2)=O)=CC=1.C1C=CC(/C=C/C(/C=C/C2C=CC=CC=2)=O)=CC=1.[Pd].[Pd]>[NH2:79][C:13]1[C:12]([CH3:16])=[C:11]([CH3:17])[C:3]([C:4]([O:6][C:7]([CH3:10])([CH3:9])[CH3:8])=[O:5])=[C:2]([Cl:1])[N:14]=1 |f:2.3.4,6.7,9.10,13.14.15.16.17|. Yield: 62.1%. Reagents/catalysts: C=1C=CC(=CC1)/C=C/C(=O)/C=C/C2=CC=CC=C2.C=1C=CC(=CC1)/C=C/C(=O)/C=C/C2=CC=CC=C2.C=1C=CC(=CC1)/C=C/C(=O)/C=C/C2=CC=CC=C2.[Pd].[Pd] (Pd2(dba)3).